Dataset: the Open Reaction Database (ORD), a public repository of structured organic reaction records. Task: describe an organic reaction: reactants, conditions, products, and yield The reactants are CC(=O)OC(C)=O, Cc1ccccc1, O, O=c1[nH]c2ccccc2n1CCCN1CCN(C(c2ccccc2)c2ccccc2)CC1. Yields the product CC(=O)n1c(=O)n(CCCN2CCN(C(c3ccccc3)c3ccccc3)CC2)c2ccccc21. RXN SMILES: [C:1]([O:2][C:5]([CH3:6])=[O:7])(=[O:3])[CH3:4].[CH3:40][c:41]1[cH:42][cH:43][cH:44][cH:45][cH:46]1.[OH2:47].[c:8]1([CH:14]([N:15]2[CH2:16][CH2:17][N:18]([CH2:21][CH2:22][CH2:23][n:24]3[c:25](=[O:33])[nH:26][c:27]4[c:28]3[cH:29][cH:30][cH:31][cH:32]4)[CH2:19][CH2:20]2)[c:34]2[cH:35][cH:36][cH:37][cH:38][cH:39]2)[cH:9][cH:10][cH:11][cH:12][cH:13]1>>[C:5]([CH3:6])(=[O:7])[n:26]1[c:25](=[O:33])[n:24]([CH2:23][CH2:22][CH2:21][N:18]2[CH2:17][CH2:16][N:15]([CH:14]([c:8]3[cH:9][cH:10][cH:11][cH:12][cH:13]3)[c:34]3[cH:35][cH:36][cH:37][cH:38][cH:39]3)[CH2:20][CH2:19]2)[c:28]2[c:27]1[cH:32][cH:31][cH:30][cH:29]2. Starting materials: CN.CO (methylamine methanol), O=C(C(=O)OCC)C1=C(C=CC=C1)COC1OCCCC1 (ethyl 2-oxo-2-[2-(2-tetrahydropyranyloxymethyl)phenyl]acetate). Run in CO (methanol). Conditions: time 2 hour. Product: CNC(C(C1=C(C=CC=C1)COC1OCCCC1)=O)=O (N-methyl-2-oxo-2-[2-(2-tetrahydropyranyloxymethyl)phenyl]acetamide). Isolated yield 68.9%. RXN SMILES: [CH3:1][NH2:2].CO.[O:5]=[C:6]([C:12]1[CH:17]=[CH:16][CH:15]=[CH:14][C:13]=1[CH2:18][O:19][CH:20]1[CH2:25][CH2:24][CH2:23][CH2:22][O:21]1)[C:7](OCC)=[O:8]>CO>[CH3:1][NH:2][C:7](=[O:8])[C:6](=[O:5])[C:12]1[CH:17]=[CH:16][CH:15]=[CH:14][C:13]=1[CH2:18][O:19][CH:20]1[CH2:25][CH2:24][CH2:23][CH2:22][O:21]1 |f:0.1|. Reported procedure: A 40% methylamine-methanol solution (2.65 g, 0.0341 mol) was added to a mixed solution of ethyl 2-oxo-2-[2-(2-tetrahydropyranyloxymethyl)phenyl]acetate (2.00 g, 0.0068 mol) and methanol (20 ml). The mixture was stirred at room temperature for 2 hours. After completion of the reaction, the mixture was concentrated under reduced pressure. The resulting residue was purified by silica gel chromatography (ethyl acetate/n-hexane) to obtain N-methyl-2-oxo-2-[2-(2-tetrahydropyranyloxymethyl)phenyl]aceta... Starting materials: C(C1=CC=CC=C1)N1CC2(CC2CC1)C=O (3-Benzyl-3-aza-bicyclo[4.1.0]heptane-1-carbaldehyde), CC(=O)O (HOAc), NC1=CC=CC=C1 (aniline), [BH3-]C#N.[Na+] (NaCNBH3). Run in CO (MeOH). Conditions: time 2 hour. Yields the product C(C1=CC=CC=C1)N1CC2(CC2CC1)CNC1=CC=CC=C1 ((3-Benzyl-3-aza-bicyclo[4.1.0]hept-1-ylmethyl)-phenyl-amine). As a reaction SMILES: [CH2:1]([N:8]1[CH2:14][CH2:13][CH:12]2[C:10]([CH:15]=O)([CH2:11]2)[CH2:9]1)[C:2]1[CH:7]=[CH:6][CH:5]=[CH:4][CH:3]=1.CC(O)=O.[NH2:21][C:22]1[CH:27]=[CH:26][CH:25]=[CH:24][CH:23]=1.[BH3-]C#N.[Na+]>CO>[CH2:1]([N:8]1[CH2:14][CH2:13][CH:12]2[C:10]([CH2:15][NH:21][C:22]3[CH:27]=[CH:26][CH:25]=[CH:24][CH:23]=3)([CH2:11]2)[CH2:9]1)[C:2]1[CH:7]=[CH:6][CH:5]=[CH:4][CH:3]=1 |f:3.4|. Procedure: To a solution of 3-Benzyl-3-aza-bicyclo[4.1.0]heptane-1-carbaldehyde (174) (300 mg, 1.39 mmol) in 5%HOAc in MeOH (2 ml) was added aniline (0.38 ml, 4.18 mmol) and NaCNBH3 (250 mg, 3.97 mmol). The mixture was stirred at room temperature 2 hrs. MeOH was removed by evaporation. Water (5 mL) was added to the residue. The mixture was neutralized with 2N KOH to pH=10. Extraction with CH2Cl2 (2×10 ml) followed by standard work-up provided crude 175 which was purified by silica gel chromatography (1% Me... Reaction SMILES: [NH2:37][CH2:38][CH2:39][CH2:40][N:41]1[CH2:42][CH2:43][O:44][CH2:45][CH2:46]1.[O:1]([CH2:2][CH2:3][CH2:4][O:5][c:12]1[n:13][c:14]([O:31][CH2:32][C:33]([F:34])([F:35])[F:36])[c:15]([C:29]#[N:30])[c:16]([N:18]2[CH2:19][CH2:20][c:21]3[c:22]([cH:25][cH:26][cH:27][cH:28]3)[CH2:23][CH2:24]2)[n:17]1)[c:6]1[cH:7][cH:8][cH:9][cH:10][cH:11]1.[O:47]1[CH2:48][CH2:49][CH2:50][CH2:51]1>>[c:12]1([NH:37][CH2:38][CH2:39][CH2:40][N:41]2[CH2:42][CH2:43][O:44][CH2:45][CH2:46]2)[n:13][c:14]([O:31][CH2:32][C:33]([F:34])([F:35])[F:36])[c:15]([C:29]#[N:30])[c:16]([N:18]2[CH2:19][CH2:20][c:21]3[c:22]([cH:25][cH:26][cH:27][cH:28]3)[CH2:23][CH2:24]2)[n:17]1. Reactants: NCCCN1CCOCC1, N#Cc1c(OCC(F)(F)F)nc(OCCCOc2ccccc2)nc1N1CCc2ccccc2CC1, C1CCOC1. The product is N#Cc1c(OCC(F)(F)F)nc(NCCCN2CCOCC2)nc1N1CCc2ccccc2CC1.